Dataset: the Open Reaction Database (ORD), a public repository of structured organic reaction records. Task: describe an organic reaction: reactants, conditions, products, and yield The reactants are Cc1ccc(N)c(C(N)=O)c1, Cc1cccc(CN)c1N. Yields the product Cc1ccc(N)c(CN)c1. As a reaction SMILES: [NH2:11][c:12]1[c:13]([C:14](=[O:15])[NH2:16])[cH:17][c:18]([CH3:21])[cH:19][cH:20]1.[NH2:1][CH2:2][c:3]1[cH:4][cH:5][cH:6][c:7]([CH3:8])[c:9]1[NH2:10]>>[NH2:11][c:12]1[c:13]([CH2:14][NH2:16])[cH:17][c:18]([CH3:21])[cH:19][cH:20]1. Starting materials: NC1=C(C(=O)NC2=NN=NN2)C=C(C=C1)C (2-Amino-5-methyl-N-(1H-tetrazol-5-yl)benzamide), C(C)OC(OCC)OCC (triethoxymethane). Yields the product CC=1C=C2C(N(C=NC2=CC1)C1=NN=NN1)=O (6-methyl-3-(1H-tetrazol-5-yl)-4(3H)-quinazolinone). RXN SMILES: [NH2:1][C:2]1[CH:15]=[CH:14][C:13]([CH3:16])=[CH:12][C:3]=1[C:4]([NH:6][C:7]1[NH:11][N:10]=[N:9][N:8]=1)=[O:5].[CH2:17](OC(OCC)OCC)C>>[CH3:16][C:13]1[CH:12]=[C:3]2[C:2](=[CH:15][CH:14]=1)[N:1]=[CH:17][N:6]([C:7]1[NH:11][N:10]=[N:9][N:8]=1)[C:4]2=[O:5]. Procedure details: 2-Amino-5-methyl-N-(1H-tetrazol-5-yl)benzamide in an excess of triethoxymethane was refluxed for 60 hours to give 6-methyl-3-(1H-tetrazol-5-yl)-4(3H)-quinazolinone melting at about 285°-286° C. after recrystallization from a mixture of dimethylsulfoxide and water. The reactants are C(C1=CC=CC=C1)N1C[C@@H](CC1)NC1=CC=C(C=C1)/C=C/C(=O)NOC1OCCCC1 ((2E)-3-(4-{[(3R)-1-benzyl-3-pyrrolidinyl]amino}phenyl)-N-(tetrahydro-2H-pyran-2-yloxy)acrylamide), CO.Cl (hydrogen chloride methanol), CC#N (CH3CN). Solvent: CO (MeOH). Run at time 1 hour. Yields the product Cl.C(C1=CC=CC=C1)N1C[C@@H](CC1)NC1=CC=C(C=C1)/C=C/C(=O)NO ((2E)-3-(4-{[(3R)-1-benzyl-3-pyrrolidinyl]amino}phenyl)-N-hydroxyacrylamide hydrochloride). RXN SMILES: [CH2:1]([N:8]1[CH2:12][CH2:11][C@@H:10]([NH:13][C:14]2[CH:19]=[CH:18][C:17](/[CH:20]=[CH:21]/[C:22]([NH:24][O:25]C3CCCCO3)=[O:23])=[CH:16][CH:15]=2)[CH2:9]1)[C:2]1[CH:7]=[CH:6][CH:5]=[CH:4][CH:3]=1.CO.[ClH:34].CC#N>CO>[ClH:34].[CH2:1]([N:8]1[CH2:12][CH2:11][C@@H:10]([NH:13][C:14]2[CH:15]=[CH:16][C:17](/[CH:20]=[CH:21]/[C:22]([NH:24][OH:25])=[O:23])=[CH:18][CH:19]=2)[CH2:9]1)[C:2]1[CH:7]=[CH:6][CH:5]=[CH:4][CH:3]=1 |f:1.2,5.6|. Reported procedure: To a solution of (2E)-3-(4-{[(3R)-1-benzyl-3-pyrrolidinyl]amino}phenyl)-N-(tetrahydro-2H-pyran-2-yloxy)acrylamide (500 mg) in MeOH (5 mL) was added hydrogen chloride methanol reagent 10 (2.38 mL, Tokyo Kasei), and the mixture was stirred at ambient temperature for 1 hour. To the reaction mixture was added CH3CN and the solvent was removed in vacuo. Obtained colorless solid was triturated with CH3CN to give (2E)-3-(4-{[(3R)-1-benzyl-3-pyrrolidinyl]amino}phenyl)-N-hydroxyacrylamide hydrochloride (... The reactants are N1=CC=C(C=C1)C=1SC=C(N1)CC(=O)N (2-[2-(4-pyridyl)thiazol-4-yl]acetamide), [Cl-] (chloride), ice water. Solvent: N1=CC=CC=C1 (pyridine). Reaction conditions: time 1 hour. Yields the product N1=CC=C(C=C1)C=1SC=C(N1)CC#N (2-[2-(4-Pyridyl)thiazol-4-yl]acetonitrile). RXN SMILES: [N:1]1[CH:6]=[CH:5][C:4]([C:7]2[S:8][CH:9]=[C:10]([CH2:12][C:13]([NH2:15])=O)[N:11]=2)=[CH:3][CH:2]=1.[Cl-]>N1C=CC=CC=1>[N:1]1[CH:2]=[CH:3][C:4]([C:7]2[S:8][CH:9]=[C:10]([CH2:12][C:13]#[N:15])[N:11]=2)=[CH:5][CH:6]=1. Reported procedure: To 2-[2-(4-pyridyl)thiazol-4-yl]acetamide (2.19 g., 0.01 mole) in pyridine (30 ml.) is added gradually p-toluenesulfuryl chloride (1.91 g., 0.01 mole). After stirring for one hour the mixture is poured into excess ice-water to give the title compound.